Dataset: the Open Reaction Database (ORD), a public repository of structured organic reaction records. Task: describe an organic reaction: reactants, conditions, products, and yield The reactants are CCCCC(Br)C(=O)OCC, CC(C)(C)c1ccc(O)c(C(C)(C)C)c1, CC[O-], CCO, [Na+]. The product is CCCCC(Oc1ccc(C(C)(C)C)cc1C(C)(C)C)C(=O)OCC. As a reaction SMILES: [Br:20][CH:21]([C:22](=[O:23])[O:24][CH2:25][CH3:26])[CH2:27][CH2:28][CH2:29][CH3:30].[C:1]([CH3:2])([CH3:3])([CH3:4])[c:5]1[c:6]([OH:15])[cH:7][cH:8][c:9]([C:11]([CH3:12])([CH3:13])[CH3:14])[cH:10]1.[CH3:16][CH2:17][O-:18].[CH3:31][CH2:32][OH:33].[Na+:19]>>[C:1]([CH3:2])([CH3:3])([CH3:4])[c:5]1[c:6]([O:15][CH:21]([C:22](=[O:23])[O:24][CH2:25][CH3:26])[CH2:27][CH2:28][CH2:29][CH3:30])[cH:7][cH:8][c:9]([C:11]([CH3:12])([CH3:13])[CH3:14])[cH:10]1. The reactants are NC1=C(C(=NN1)NC1=CC(=CC=C1)Cl)C(=O)N (5-amino-3-((3-chlorophenyl)amino)-1H-pyrazole-4-carboxamide), N1=C(N=CC=C1)OC1=CC=C(C=C1)C=O (4-(2-pyrimidinyloxy)benzenecarbaldehyde). The reagents and catalysts are N1CCCCC1 (piperidine). The solvent is CCO (EtOH). Product: ClC=1C=C(C=CC1)NC1=NNC(=C1C(=O)N)N=CC1=CC=C(C=C1)OC1=NC=CC=N1 (3-((3-chlorophenyl)amino)-5-((4-(pyrimidin-2-yloxy)benzylidene)amino)-1H-pyrazole-4-carboxamide). RXN SMILES: [NH2:1][C:2]1[NH:6][N:5]=[C:4]([NH:7][C:8]2[CH:13]=[CH:12][CH:11]=[C:10]([Cl:14])[CH:9]=2)[C:3]=1[C:15]([NH2:17])=[O:16].[N:18]1[CH:23]=[CH:22][CH:21]=[N:20][C:19]=1[O:24][C:25]1[CH:30]=[CH:29][C:28]([CH:31]=O)=[CH:27][CH:26]=1>CCO.N1CCCCC1>[Cl:14][C:10]1[CH:9]=[C:8]([NH:7][C:4]2[C:3]([C:15]([NH2:17])=[O:16])=[C:2]([N:1]=[CH:31][C:28]3[CH:27]=[CH:26][C:25]([O:24][C:19]4[N:18]=[CH:23][CH:22]=[CH:21][N:20]=4)=[CH:30][CH:29]=3)[NH:6][N:5]=2)[CH:13]=[CH:12][CH:11]=1. Procedure details: 5-amino-3-((3-chlorophenyl)amino)-1H-pyrazole-4-carboxamide was suspended in EtOH and 4-(2-pyrimidinyloxy)benzenecarbaldehyde (1 eq.) and piperidine (1 drop) were added. Stirred at reflux until intermediate was absent (HPLC). After reaction was complete (18 hrs) it was brought to room temperature and filtered to obtain B64 as a yellow powder. Powder was washed with EtOH. Product was allowed to dry under vacuum for 1 hr. Product: CCCc1c(OCCCCCCc2ccc(CCCCC(=O)OCC)cc2CCC(=O)OCC)ccc2c1OCCC2=O. Reactants: CCOC(=O)CCCCc1ccc(CCCCCCBr)c(CCC(=O)OCC)c1, CCCc1c(O)ccc2c1OCCC2=O. Reaction SMILES: [CH2:1]([CH3:2])[O:3][C:4]([CH2:5][CH2:6][CH2:7][CH2:8][c:9]1[cH:10][c:11]([CH2:22][CH2:23][C:24](=[O:25])[O:26][CH2:27][CH3:28])[c:12]([CH2:15][CH2:16][CH2:17][CH2:18][CH2:19][CH2:20][Br:21])[cH:13][cH:14]1)=[O:29].[OH:30][c:31]1[c:32]([CH2:42][CH2:43][CH3:44])[c:33]2[c:34]([cH:40][cH:41]1)[C:35](=[O:39])[CH2:36][CH2:37][O:38]2>>[CH2:1]([CH3:2])[O:3][C:4]([CH2:5][CH2:6][CH2:7][CH2:8][c:9]1[cH:10][c:11]([CH2:22][CH2:23][C:24](=[O:25])[O:26][CH2:27][CH3:28])[c:12]([CH2:15][CH2:16][CH2:17][CH2:18][CH2:19][CH2:20][O:30][c:31]2[c:32]([CH2:42][CH2:43][CH3:44])[c:33]3[c:34]([cH:40][cH:41]2)[C:35](=[O:39])[CH2:36][CH2:37][O:38]3)[cH:13][cH:14]1)=[O:29]. Starting materials: C(=O)([O-])C(O)C(O)C(=O)[O-].[K+].[Na+] (sodium potassium tartrate), C(C)OC(=O)C=1C(C2=C(N3C=4C=CC=CC4SC13)N=C(N=C2)SC)=O (2-methylsulfanyl-5-oxo-5H-7-thia-1,3,11b-triaza-benzo[c]fluorene-6-carboxylic acid ethyl ester), N1(CCCC1)CCN (2-(pyrrolidin-1-yl)ethanamine), [Al+3].[Cl-].[Cl-].[Cl-] (AlCl3). Run in C(Cl)Cl (DCM), [OH-].[Na+] (NaOH), C(Cl)Cl (DCM). Reaction conditions: time 1 hour. Product: C1(CCCC1)CCNC(=O)C=1C(C2=C(N3C=4C=CC=CC4SC13)N=C(N=C2)SC)=O (2-Methylsulfanyl-5-oxo-5H-7-thia-1,3,11b-triaza-benzo[c]fluorene-6-carboxylic acid (2-cyclopentyl-ethyl)-amide). Isolated yield 92.0%. As a reaction SMILES: C(O[C:4]([C:6]1[C:7](=[O:25])[C:8]2[CH:22]=[N:21][C:20]([S:23][CH3:24])=[N:19][C:9]=2[N:10]2[C:18]=1[S:17][C:16]1[CH:15]=[CH:14][CH:13]=[CH:12][C:11]2=1)=[O:5])C.[N:26]1(CCN)[CH2:30][CH2:29][CH2:28][CH2:27]1.[Al+3].[Cl-].[Cl-].[Cl-].[C:38]([CH:41]([CH:43](C([O-])=O)O)O)([O-])=O.[K+].[Na+]>C(Cl)Cl.[OH-].[Na+]>[CH:28]1([CH2:29][CH2:30][NH:26][C:4]([C:6]2[C:7](=[O:25])[C:8]3[CH:22]=[N:21][C:20]([S:23][CH3:24])=[N:19][C:9]=3[N:10]3[C:18]=2[S:17][C:16]2[CH:15]=[CH:14][CH:13]=[CH:12][C:11]3=2)=[O:5])[CH2:27][CH2:43][CH2:41][CH2:38]1 |f:2.3.4.5,6.7.8,10.11|. Procedure details: To a solution of 2-methylsulfanyl-5-oxo-5H-7-thia-1,3,11b-triaza-benzo[c]fluorene-6-carboxylic acid ethyl ester (230 mg, 0.619 mmol) and 2-(pyrrolidin-1-yl)ethanamine (0.24 mL, 1.854 mmol) in DCM (15 mL) was added solid AlCl3 (250 mg, 1.875 mmol) at rt. The reaction was stirred for 1 h at rt and diluted with DCM (100 mL), conc. sodium potassium tartrate (30 mL), and NaOH (6N, 10 mL). The mixture was stirred for 15 min and the layers were separated. The aqueous layer was extracted with DCM (50 mL... Reactants: O=C(O)c1cc(Br)cc(C(F)(F)F)c1, Cc1cc(C2CN(C(=O)OC(C)(C)C)CCC2N)ccc1F, Cc1ccc(S(=O)(=O)O)cc1. Yields the product Cc1cc(C2CN(C(=O)OC(C)(C)C)CCC2NC(=O)c2cc(Br)cc(C(F)(F)F)c2)ccc1F. RXN SMILES: [Br:34][c:35]1[cH:36][c:37]([C:38](=[O:39])[OH:40])[cH:41][c:42]([C:44]([F:45])([F:46])[F:47])[cH:43]1.[NH2:12][CH:13]1[CH:14]([c:26]2[cH:27][c:28]([CH3:33])[c:29]([F:32])[cH:30][cH:31]2)[CH2:15][N:16]([C:19](=[O:20])[O:21][C:22]([CH3:23])([CH3:24])[CH3:25])[CH2:17][CH2:18]1.[c:1]1([CH3:2])[cH:3][cH:4][c:5]([S:6]([OH:7])(=[O:8])=[O:9])[cH:10][cH:11]1>>[NH:12]([CH:13]1[CH:14]([c:26]2[cH:27][c:28]([CH3:33])[c:29]([F:32])[cH:30][cH:31]2)[CH2:15][N:16]([C:19](=[O:20])[O:21][C:22]([CH3:23])([CH3:24])[CH3:25])[CH2:17][CH2:18]1)[C:38]([c:37]1[cH:36][c:35]([Br:34])[cH:43][c:42]([C:44]([F:45])([F:46])[F:47])[cH:41]1)=[O:39].